Task: describe an organic reaction: reactants, conditions, products, and yield. Dataset: the Open Reaction Database (ORD), a public repository of structured organic reaction records The reactants are C(C1=CC=CC=C1)Cl (benzyl chloride), CC(=CCO)CCC=C(CCC=C(CCC=C(C)C)C)C (3,7,11,15-tetramethyl-2,6,10,14-hexadecatetraen-1-ol), [OH-].[K+] (potassium hydroxide). Solvent: CCCCCC (hexane). Conditions: time 2 hour. The product is C(C1=CC=CC=C1)OCC=C(CCC=C(CCC=C(CCC=C(C)C)C)C)C (1-benzyloxy-3,7,11,15-tetramethyl-2,6,10,14-hexadecatetraene). Isolated yield 61.0%. As a reaction SMILES: [CH2:1](Cl)[C:2]1[CH:7]=[CH:6][CH:5]=[CH:4][CH:3]=1.[CH3:9][C:10]([CH2:14][CH2:15][CH:16]=[C:17]([CH3:29])[CH2:18][CH2:19][CH:20]=[C:21]([CH3:28])[CH2:22][CH2:23][CH:24]=[C:25]([CH3:27])[CH3:26])=[CH:11][CH2:12][OH:13].[OH-].[K+]>CCCCCC>[CH2:1]([O:13][CH2:12][CH:11]=[C:10]([CH3:9])[CH2:14][CH2:15][CH:16]=[C:17]([CH3:29])[CH2:18][CH2:19][CH:20]=[C:21]([CH3:28])[CH2:22][CH2:23][CH:24]=[C:25]([CH3:27])[CH3:26])[C:2]1[CH:7]=[CH:6][CH:5]=[CH:4][CH:3]=1 |f:2.3|. Procedure details: To 100 ml of benzyl chloride were added 15 g of 3,7,11,15-tetramethyl-2,6,10,14-hexadecatetraen-1-ol and 6.0 g of finely divided potassium hydroxide, and the resulting mixture was refluxed under stirring for 2 hours. The mixture was cooled and then to the mixture was added 1 liter of hexane. The hexane solution was then washed with water and concentrated. The concentrate was purified over a silica gel column to give 12 g of 1-benzyloxy-3,7,11,15-tetramethyl-2,6,10,14-hexadecatetraene (yield 61%)... The reactants are C(C)(C)(C)OC(=O)NC(=NC1=CC(=CC=C1)C1=NC=CC(=C1)OC)NC(=O)OC(C)(C)C (N,N′-bis(tert-butoxycarbonyl)-N″-(3-(4-methoxypyridin-2-yl)phenyl)guanidine), Cl (hydrogen chloride). Run in ClCCl (dichloromethane), O1CCOCC1 (1,4-dioxane). Reaction conditions: time 24 hour. The product is Cl.Cl.COC1=CC(=NC=C1)C=1C=C(C=CC1)NC(=N)N (3-(4-methoxypyridin-2-yl)phenylguanidine dihydrochloride). Reaction SMILES: C(OC([NH:8][C:9]([NH:25]C(OC(C)(C)C)=O)=[N:10][C:11]1[CH:16]=[CH:15][CH:14]=[C:13]([C:17]2[CH:22]=[C:21]([O:23][CH3:24])[CH:20]=[CH:19][N:18]=2)[CH:12]=1)=O)(C)(C)C.[ClH:33]>ClCCl.O1CCOCC1>[ClH:33].[ClH:33].[CH3:24][O:23][C:21]1[CH:20]=[CH:19][N:18]=[C:17]([C:13]2[CH:12]=[C:11]([NH:10][C:9]([NH2:25])=[NH:8])[CH:16]=[CH:15][CH:14]=2)[CH:22]=1 |f:4.5.6|. Procedure details: To a solution of N,N′-bis(tert-butoxycarbonyl)-N″-(3-(4-methoxypyridin-2-yl)phenyl)guanidine (200 mg) in dichloromethane (2 ml) was added a solution of hydrogen chloride in 1,4-dioxane (4N, 4 ml), and the mixture was stirred at room temperature for 24 hours. The solvent was evaporated under reduced pressure. To the residue was added 5% ethanol in ethyl acetate (100 ml), and the precipitate was collected by filtration and dried under reduced pressure to give 3-(4-methoxypyridin-2-yl)phenylguanidi... Reactants: FC=1C=C(C=CC1)N (3-fluoro-phenylamine), ClC=1C=C(C=CC1)N1N=C(N=N1)C(=O)O (2-(3-chloro-phenyl)-2H-tetrazole-5-carboxylic acid). Yields the product FC=1C=C(C=CC1)N1N=C(N=N1)C(=O)O (2-(3-Fluoro-phenyl)-2H-tetrazole-5-carboxylic acid). As a reaction SMILES: [F:1][C:2]1[CH:3]=[C:4]([NH2:8])[CH:5]=[CH:6][CH:7]=1.ClC1C=C([N:16]2N=[N:19][C:18]([C:21]([OH:23])=[O:22])=[N:17]2)C=CC=1>>[F:1][C:2]1[CH:3]=[C:4]([N:8]2[N:16]=[N:17][C:18]([C:21]([OH:23])=[O:22])=[N:19]2)[CH:5]=[CH:6][CH:7]=1. Procedure: This intermediate was prepared from 3-fluoro-phenylamine in four steps according to the preparation of 2-(3-chloro-phenyl)-2H-tetrazole-5-carboxylic acid. Reactants: CS(=O)(=O)C1=CC=C(C=C1)C#CCF (1-(4-Methylsulfonylphenyl)-3-Fluoro-1-Propyne), N1=CC=CC2=CC=CC=C12 (quinoline), N1=CC=CC2=CC=CC=C12 (quinoline), [H][H] (hydrogen). The reagents and catalysts are [Pd].CC(=O)[O-].CC(=O)[O-].[Pb+2] (Lindlar catalyst), [Pd].CC(=O)[O-].CC(=O)[O-].[Pb+2] (Lindlar catalyst). The solvent is C(C)(=O)OCC (ethyl acetate), ClCCl (dichlormethane). Product: CS(=O)(=O)C1=CC=C(C=C1)C\C=C/F (cis-1-(4-Methylsulfonylphenyl)-3-Fluoro-2-Propene). The yield is 98.9%. As a reaction SMILES: N1C2C(=CC=CC=2)C=CC=1.[CH3:11][S:12]([C:15]1[CH:20]=[CH:19][C:18]([C:21]#[C:22][CH2:23][F:24])=[CH:17][CH:16]=1)(=[O:14])=[O:13].[H][H]>[Pd].CC([O-])=O.CC([O-])=O.[Pb+2].C(OCC)(=O)C.ClCCl>[CH3:11][S:12]([C:15]1[CH:20]=[CH:19][C:18]([CH2:21]/[CH:22]=[CH:23]\[F:24])=[CH:17][CH:16]=1)(=[O:14])=[O:13] |f:3.4.5.6|. Reported procedure: cis-hydrogenation using Lindlar catalyst and quinoline: Shake a mixture of recrystallized title compound of Example 1 (1 g, 4.72 mmoles), quinoline (60 mg, 99% pure Aldrich) and Lindlar catalyst of procedure A of Example 2 (200 mg) in ethyl acetate (50 mL) in a Parr apparatus under hydrogen at atmospheric pressure at 30° for 20 min. or until theoretical amount of hydrogen (118 mL) is taken up. Remove catalyst by filtration and wash it with ethyl acetate. Evaporate the solvent under vacuum at 35°...